This data is from the Open Reaction Database (ORD), a public repository of structured organic reaction records. The task is: describe an organic reaction: reactants, conditions, products, and yield Solvent: C1(=CC=CC=C1)C (toluene), C1(=CC=CC=C1)C (toluene). Yields the product ClC1=NC(=NC(=C1Cl)C(OCC)OCC)C1CC1 (4,5-dichloro-2-cyclopropyl-6-(diethoxymethyl)pyrimidine). Starting materials: P(=O)(Cl)(Cl)Cl (Phosphorus oxychloride), ClC=1C(N=C(NC1C(OCC)OCC)C1CC1)=O (5-chloro-2-cyclopropyl-6-(diethoxymethyl)-4(1H)-pyrimidinone), ClC=1C(N=C(NC1C(OCC)OCC)C1CC1)=O (5-chloro-2-cyclopropyl-6-(diethoxymethyl)-4(1H)-pyrimidinone), CN(C=O)C (N,N-dimethylformamide), C([O-])([O-])=O.[Na+].[Na+] (sodium carbonate). Isolated yield 95.0%. Reported procedure: Phosphorus oxychloride (35.1 g, 0.229 mol) in toluene (93 mL) was added to 5-chloro-2-cyclopropyl-6-(diethoxymethyl)-4(1H)-pyrimidinone (i.e. the product of Example 4) (51.75 g, 0.190 mol) and N,N-dimethylformamide (34.7 g, 0.475 mol) in toluene (186 mL) at −5 to 0° C. The mixture was allowed to warm to room temperature over about 2 h. Then the mixture was added to aqueous sodium carbonate solution (saturated, 600 mL). The aqueous phase was further extracted with ethyl acetate (4×50 mL), and the... RXN SMILES: P(Cl)(Cl)([Cl:3])=O.[Cl:6][C:7]1[C:8](=O)[N:9]=[C:10]([CH:20]2[CH2:22][CH2:21]2)[NH:11][C:12]=1[CH:13]([O:17][CH2:18][CH3:19])[O:14][CH2:15][CH3:16].CN(C)C=O.C(=O)([O-])[O-].[Na+].[Na+]>C1(C)C=CC=CC=1>[Cl:3][C:8]1[C:7]([Cl:6])=[C:12]([CH:13]([O:17][CH2:18][CH3:19])[O:14][CH2:15][CH3:16])[N:11]=[C:10]([CH:20]2[CH2:22][CH2:21]2)[N:9]=1 |f:3.4.5|. Starting materials: CO, Fc1cc(F)c(Cl)c(F)c1, N. Product: Nc1cc(F)cc(F)c1Cl. As a reaction SMILES: [CH3:12][OH:13].[Cl:1][c:2]1[c:3]([F:10])[cH:4][c:5]([F:9])[cH:6][c:7]1[F:8].[NH3:11]>>[Cl:1][c:2]1[c:3]([NH2:11])[cH:4][c:5]([F:9])[cH:6][c:7]1[F:8]. Starting materials: ClCCCl, O=C(Cl)C(=O)Cl, NC(=O)c1ccc([N+](=O)[O-])cc1. Product: O=C=NC(=O)c1ccc([N+](=O)[O-])cc1. As a reaction SMILES: [Cl:19][CH2:20][CH2:21][Cl:22].[Cl:1][C:2](=[O:3])[C:4]([Cl:5])=[O:6].[N+:7](=[O:8])([O-:9])[c:10]1[cH:11][cH:12][c:13]([C:14](=[O:15])[NH2:16])[cH:17][cH:18]1>>[C:2](=[O:3])=[N:16][C:14]([c:13]1[cH:12][cH:11][c:10]([N+:7](=[O:8])[O-:9])[cH:18][cH:17]1)=[O:15]. Starting materials: FC1=C(C(=CC(=C1)OC)F)C=1SC=C(N1)C(=O)O (2-(2,6-difluoro-4-methoxyphenyl)thiazole-4-carboxylic acid), ClC1=CC(=C(C=C1)B(O)O)F ((4-chloro-2-fluorophenyl)boronic acid). Product: ClC1=CC(=C(C=C1)C=1SC=C(N1)C(=O)O)F (2-(4-chloro-2-fluorophenyl)thiazole-4-carboxylic acid). Reaction SMILES: [F:1][C:2]1[CH:7]=[C:6](OC)[CH:5]=[C:4](F)[C:3]=1[C:11]1[S:12][CH:13]=[C:14]([C:16]([OH:18])=[O:17])[N:15]=1.[Cl:19]C1C=CC(B(O)O)=C(F)C=1>>[Cl:19][C:6]1[CH:5]=[CH:4][C:3]([C:11]2[S:12][CH:13]=[C:14]([C:16]([OH:18])=[O:17])[N:15]=2)=[C:2]([F:1])[CH:7]=1. Reported procedure: Following the procedure of Intermediate 104, replacing 2,6-difluoro-4-methoxyphenylboronic acid with (4-chloro-2-fluorophenyl)boronic acid gave the title compound.